Dataset: the Open Reaction Database (ORD), a public repository of structured organic reaction records. Task: describe an organic reaction: reactants, conditions, products, and yield Reactants: CO, CC(C)(C)OC(=O)Cn1ccc2cc(N3CCn4ccc(Cl)c4C3=O)ccc21, [Li+], [OH-], O, O. Product: O=C(O)Cn1ccc2cc(N3CCn4ccc(Cl)c4C3=O)ccc21. As a reaction SMILES: [CH3:33][OH:34].[Cl:4][c:5]1[cH:6][cH:7][n:8]2[c:9]1[C:10](=[O:31])[N:11]([c:14]1[cH:15][c:16]3[cH:17][cH:18][n:19]([CH2:23][C:24](=[O:25])[O:26][C:27]([CH3:28])([CH3:29])[CH3:30])[c:20]3[cH:21][cH:22]1)[CH2:12][CH2:13]2.[Li+:2].[OH-:1].[OH2:32].[OH2:3]>>[Cl:4][c:5]1[cH:6][cH:7][n:8]2[c:9]1[C:10](=[O:31])[N:11]([c:14]1[cH:15][c:16]3[cH:17][cH:18][n:19]([CH2:23][C:24](=[O:25])[OH:26])[c:20]3[cH:21][cH:22]1)[CH2:12][CH2:13]2. Yields the product OCc1cc(C(F)(F)F)ccc1Sc1ccccc1. As a reaction SMILES: [BH4-:1].[ClH:24].[Li+:2].[O:26]1[CH2:27][CH2:28][CH2:29][CH2:30]1.[OH2:25].[c:3]1([S:9][c:10]2[c:11]([C:12](=[O:13])[O:14][CH3:15])[cH:16][c:17]([C:20]([F:21])([F:22])[F:23])[cH:18][cH:19]2)[cH:4][cH:5][cH:6][cH:7][cH:8]1>>[c:3]1([S:9][c:10]2[c:11]([CH2:12][OH:13])[cH:16][c:17]([C:20]([F:21])([F:22])[F:23])[cH:18][cH:19]2)[cH:4][cH:5][cH:6][cH:7][cH:8]1. Reactants: [BH4-], Cl, [Li+], C1CCOC1, O, COC(=O)c1cc(C(F)(F)F)ccc1Sc1ccccc1. Starting materials: C(C)(C)NC(C)C (diisopropylamine), C(CCC)[Li] (n-butyl lithium), BrCCCCCC (1-bromohexane), C(C)(C)[N-]C(C)C.[Li+] (lithium diisopropylamide), CC1=CC=NC2=C(C=CC=C12)O (4-methyl-8-quinolinol). Run in O1CCCC1 (tetrahydrofuran), hexanes, O1CCCC1 (tetrahydrofuran). Conditions: temperature 0 celsius, time 5 hour. The product is C(CCCCCC)C1=CC=NC2=C(C=CC=C12)O (4-Heptyl-8-quinolinol). Isolated yield 98.8%. Reaction SMILES: C(NC(C)C)(C)C.C([Li])CCC.C([N-]C(C)C)(C)C.[Li+].[CH3:21][C:22]1[C:31]2[C:26](=[C:27]([OH:32])[CH:28]=[CH:29][CH:30]=2)[N:25]=[CH:24][CH:23]=1.Br[CH2:34][CH2:35][CH2:36][CH2:37][CH2:38][CH3:39]>O1CCCC1>[CH2:21]([C:22]1[C:31]2[C:26](=[C:27]([OH:32])[CH:28]=[CH:29][CH:30]=2)[N:25]=[CH:24][CH:23]=1)[CH2:34][CH2:35][CH2:36][CH2:37][CH2:38][CH3:39] |f:2.3|. Procedure: To a solution of 1.10 ml (7.88 mmol) of diisopropylamine in 20 ml of tetrahydrofuran at 0° C. under argon was added 4.1 ml (6.23 mmol) of 1.52M n-butyl lithium in hexanes dropwise. To the lithium diisopropylamide solution was added 502.0 mg (3.15 mmol) of 4-methyl-8-quinolinol (see example 1A) in 10 ml of tetrahydrofuran over 15 minutes at 0° C. The dark solution, which contained some insoluble material, was allowed to stir for five hours at 0° C., cooled to -78° C. and 0.46 ml (3.31 mmol) of 1-... RXN SMILES: [CH2:1]([O:2][C:4](=[O:5])[c:6]1[n:7][c:8]([CH2:11][NH:12][C:13](=[O:14])[c:15]2[s:16][c:17]([Cl:20])[cH:18][cH:19]2)[n:9][o:10]1)[CH3:3].[NH2:21][c:22]1[c:23]([F:35])[cH:24][c:25]([N:28]2[C:29](=[O:34])[CH2:30][O:31][CH2:32][CH2:33]2)[cH:26][cH:27]1>>[C:4](=[O:5])([c:6]1[n:7][c:8]([CH2:11][NH:12][C:13](=[O:14])[c:15]2[s:16][c:17]([Cl:20])[cH:18][cH:19]2)[n:9][o:10]1)[NH:21][c:22]1[c:23]([F:35])[cH:24][c:25]([N:28]2[C:29](=[O:34])[CH2:30][O:31][CH2:32][CH2:33]2)[cH:26][cH:27]1. The product is O=C(Nc1ccc(N2CCOCC2=O)cc1F)c1nc(CNC(=O)c2ccc(Cl)s2)no1. The reactants are CCOC(=O)c1nc(CNC(=O)c2ccc(Cl)s2)no1, Nc1ccc(N2CCOCC2=O)cc1F. The reactants are saturated aqueous solution, C(=O)(O)[O-].[Na+] (NaHCO3), Cl.COC(CCCNCC1=CC(=CC=C1)Cl)=O (4-(3-chloro-benzylamino)-butyric acid methyl ester hydrochloride), Intermediate 80, TEA, C(C)(C)(C)OC(=O)N1[C@](CC1)(C(=O)O)C ((R)-2-methyl-azetidine-1,2-dicarboxylic acid 1-tert-butyl ester), BrC1=CC=C(C(=O)N2[C@](CC2)(C(=O)O)C)C=C1 ((R)-1-(4-Bromo-benzoyl)-2-methyl-azetidine-2-carboxylic acid), ClC(=C(C)C)N(C)C (1-chloro-N,N,2-trimethylpropenylamine). Run in C(Cl)Cl (DCM), C(Cl)Cl (DCM), C(Cl)Cl (DCM). Run at temperature 20 celsius, time 30 minute. Product: C(C)(C)(C)OC(=O)N1[C@@](CC1)(C)C(N(CCCC(=O)OC)CC1=CC(=CC=C1)Cl)=O ((R)-2-[(3-chloro-benzyl)-(3-methoxycarbonyl-propyl)-carbamoyl]-2-methyl-azetidine-1-carboxylic acid tert-butyl ester). RXN SMILES: [C:1]([O:5][C:6]([N:8]1[CH2:11][CH2:10][C@:9]1([CH3:15])[C:12]([OH:14])=O)=[O:7])([CH3:4])([CH3:3])[CH3:2].BrC1C=CC(C(N2CC[C@]2(C)C(O)=O)=O)=CC=1.ClC(N(C)C)=C(C)C.Cl.[CH3:42][O:43][C:44](=[O:57])[CH2:45][CH2:46][CH2:47][NH:48][CH2:49][C:50]1[CH:55]=[CH:54][CH:53]=[C:52]([Cl:56])[CH:51]=1.C([O-])(O)=O.[Na+]>C(Cl)Cl>[C:1]([O:5][C:6]([N:8]1[CH2:11][CH2:10][C@@:9]1([C:12](=[O:14])[N:48]([CH2:49][C:50]1[CH:55]=[CH:54][CH:53]=[C:52]([Cl:56])[CH:51]=1)[CH2:47][CH2:46][CH2:45][C:44]([O:43][CH3:42])=[O:57])[CH3:15])=[O:7])([CH3:2])([CH3:3])[CH3:4] |f:3.4,5.6|. Procedure details: To a solution of (R)-2-methyl-azetidine-1,2-dicarboxylic acid 1-tert-butyl ester, Intermediate 33 (13 g, 1 eq.) in 300 mL of dry DCM under nitrogen was added dropwise a solution of 1-chloro-N,N,2-trimethylpropenylamine (16 mL, 2 eq.) in 50 mL of DCM. The solution was stirred at 20° C. for 30 min, then cooled to −5° C. A solution of 4-(3-chloro-benzylamino)-butyric acid methyl ester hydrochloride, Intermediate 80 (18.5 g, 1.1 eq.) and TEA (25 mL, 3 eq.) in 200 mL of DCM was added slowly to the pr... Starting materials: FC1=CC=C(C=C1)C=1NC=CC1C1=CC=C(C=C1)F (2,3-bis(4-fluorophenyl)-1H-pyrrole), FC(C(=S)C(F)(F)F)(F)F (hexafluorothioacetone). Solvent: C1(=CC=CC=C1)C (toluene). The product is FC1=CC=C(C=C1)C=1C=C(NC1C1=CC=C(C=C1)F)C(S)(C(F)(F)F)C(F)(F)F (4,5-Bis(4-fluorophenyl)-α,α-bis(trifluoromethyl)-1H-pyrrole-2-methanethiol). Yield: 22.9%. As a reaction SMILES: [F:1][C:2]1[CH:7]=[CH:6][C:5]([C:8]2[NH:9][CH:10]=[CH:11][C:12]=2[C:13]2[CH:18]=[CH:17][C:16]([F:19])=[CH:15][CH:14]=2)=[CH:4][CH:3]=1.[F:20][C:21]([F:29])([F:28])[C:22]([C:24]([F:27])([F:26])[F:25])=[S:23]>C1(C)C=CC=CC=1>[F:19][C:16]1[CH:17]=[CH:18][C:13]([C:12]2[CH:11]=[C:10]([C:22]([C:24]([F:27])([F:26])[F:25])([C:21]([F:29])([F:28])[F:20])[SH:23])[NH:9][C:8]=2[C:5]2[CH:6]=[CH:7][C:2]([F:1])=[CH:3][CH:4]=2)=[CH:14][CH:15]=1. Reported procedure: Into a solution of 2.6 g (0.01 mole) of 2,3-bis(4-fluorophenyl)-1H-pyrrole in 100 ml toluene was distilled 2.0 g (0.011 mole) of hexafluorothioacetone, prepared by pyrolysis of the dimer according to the method of W. J. Middleton et al., J. Org. Chem., 30, 1375 (1965). The mixture was stirred at room temperature approximately one-half hour, then was concentrated by rotary evaporation. The residue was purified by chromatography on silica gel, eluting with hexane/toluene (80/20). The chromatograph... Reactants: C, CCOC(=O)N1CCC(Nc2ccc(F)cc2[N+](=O)[O-])CC1, C1CCOC1, CCO, [Pt]. Product: CCOC(=O)N1CCC(Nc2ccc(F)cc2N)CC1. RXN SMILES: [C:31].[CH2:1]([CH3:2])[O:3][C:4](=[O:5])[N:6]1[CH2:7][CH2:8][CH:9]([NH:12][c:13]2[c:14]([N+:20]([O-:21])=[O:22])[cH:15][c:16]([F:19])[cH:17][cH:18]2)[CH2:10][CH2:11]1.[CH2:23]1[O:24][CH2:25][CH2:26][CH2:27]1.[CH3:28][CH2:29][OH:30].[Pt:32]>>[CH2:1]([CH3:2])[O:3][C:4](=[O:5])[N:6]1[CH2:7][CH2:8][CH:9]([NH:12][c:13]2[c:14]([NH2:20])[cH:15][c:16]([F:19])[cH:17][cH:18]2)[CH2:10][CH2:11]1. Starting materials: S(O)(O)(=O)=O (sulfuric acid), C1(=CC=CC=C1)NN (phenyl hydrazine), C1(CCCC1)=O (cyclopentanone). Solvent: O (water), Hexanes. Run at time 1 hour. Yields the product C1CCC=2NC=3C=CC=CC3C21 (1,2,3,4-Tetrahydrocyclopenta[b]Indole). The yield is 80.4%. Reaction SMILES: S(=O)(=O)(O)O.[C:6]1([NH:12]N)[CH:11]=[CH:10][CH:9]=[CH:8][CH:7]=1.[C:14]1(=O)[CH2:18][CH2:17][CH2:16][CH2:15]1>O>[CH2:16]1[C:15]2[C:7]3[CH:8]=[CH:9][CH:10]=[CH:11][C:6]=3[NH:12][C:14]=2[CH2:18][CH2:17]1. Reported procedure: Concentrated sulfuric acid (˜18 M, 35 mL) was added dropwise to a mixture of phenyl hydrazine (510 mmol, 50 mL) and cyclopentanone (45 mL, 510 mmol) in water (250 mL). The resulting mixture was heated to reflux for 30 min and then allowed to cool to room temperature. The liquid was decanted from the reaction mixture leaving a red, gummy solid. Hexanes (500–600 mL) was added to the flask and the mixture was heated to reflux. The yellow hexane solution was decanted hot from the mixture and placed ... Starting materials: CC(C)(C)OC(=O)NC(Cc1ccc2ccccc2c1)C(=O)O, CN1CCOCC1, COC(=O)C(N)C(=O)c1ccccc1, CC(C)COC(=O)Cl, C1CCOC1. Product: COC(=O)C(NC(=O)C(Cc1ccc2ccccc2c1)NC(=O)OC(C)(C)C)C(=O)c1ccccc1. Reaction SMILES: [C:1]([CH3:2])([CH3:3])([CH3:4])[O:5][C:6](=[O:7])[NH:8][CH:9]([C:10](=[O:11])[OH:12])[CH2:13][c:14]1[cH:15][c:16]2[cH:17][cH:18][cH:19][cH:20][c:21]2[cH:22][cH:23]1.[CH3:24][N:25]1[CH2:26][CH2:27][O:28][CH2:29][CH2:30]1.[CH3:39][O:40][C:41]([CH:42]([C:43]([c:44]1[cH:45][cH:46][cH:47][cH:48][cH:49]1)=[O:50])[NH2:51])=[O:52].[Cl:31][C:32]([O:33][CH2:34][CH:35]([CH3:36])[CH3:37])=[O:38].[O:53]1[CH2:54][CH2:55][CH2:56][CH2:57]1>>[C:1]([CH3:2])([CH3:3])([CH3:4])[O:5][C:6](=[O:7])[NH:8][CH:9]([C:10](=[O:11])[NH:51][CH:42]([C:41]([O:40][CH3:39])=[O:52])[C:43]([c:44]1[cH:45][cH:46][cH:47][cH:48][cH:49]1)=[O:50])[CH2:13][c:14]1[cH:15][c:16]2[cH:17][cH:18][cH:19][cH:20][c:21]2[cH:22][cH:23]1. Reactants: O=C1N(CCOC1)C1=CC=C(C=C1)CC(=O)OCC (ethyl [4-(3-oxomorpholin-4-yl)phenyl]acetate). The solvent is [OH-].[Na+] (sodium hydroxide), C(C)O (ethanol). Run at time 18 hour. Yields the product O=C1N(CCOC1)C1=CC=C(C=C1)CC(=O)O (4-(3-oxomorpholin-4-yl)phenylacetic acid). RXN SMILES: [O:1]=[C:2]1[CH2:7][O:6][CH2:5][CH2:4][N:3]1[C:8]1[CH:13]=[CH:12][C:11]([CH2:14][C:15]([O:17]CC)=[O:16])=[CH:10][CH:9]=1>[OH-].[Na+].C(O)C>[O:1]=[C:2]1[CH2:7][O:6][CH2:5][CH2:4][N:3]1[C:8]1[CH:9]=[CH:10][C:11]([CH2:14][C:15]([OH:17])=[O:16])=[CH:12][CH:13]=1 |f:1.2|. Reported procedure: 20.2 g (76.8 mmol) of ethyl [4-(3-oxomorpholin-4-yl)phenyl]acetate are dissolved in a solution of 3.37 g of sodium hydroxide in 40 ml of ethanol, and the reaction solution is stirred at room temperature for 18 hours. The reaction mixture is evaporated, and the residue is dissolved in water and acidified to a pH of 3 using 1N hydrochloric acid. The mixture is extracted with ethyl acetate, and the organic phase is dried over sodium sulfate and evaporated, giving 4-(3-oxomorpholin-4-yl)phenylacetic...